This data is from the Open Reaction Database (ORD), a public repository of structured organic reaction records. The task is: describe an organic reaction: reactants, conditions, products, and yield Starting materials: Cl.N[C@@H]1CC[C@H](CC1)NC(=O)C1=C(NC=2C1=NC=CC2C2=C(C=C(C(=C2)OC)F)OCC2CC2)C (N-(trans-4-aminocyclohexyl)-7-[2-(cyclopropylmethoxy)-4-fluoro-5-methoxyphenyl]-2-methyl-1H-pyrrolo[3,2-b]pyridine-3-carboxamide hydrochloride), C(CC)(=O)Cl (propionyl chloride). The product is C1(CC1)COC1=C(C=C(C(=C1)F)OC)C1=C2C(=NC=C1)C(=C(N2)C)C(=O)N[C@@H]2CC[C@H](CC2)NC(CC)=O (7-[2-(Cyclopropylmethoxy)-4-fluoro-5-methoxyphenyl]-2-methyl-N-[trans-4-(propanoylamino)cyclohexyl]-1H-pyrrolo[3,2-b]pyridine-3-carboxamide). As a reaction SMILES: Cl.[NH2:2][C@H:3]1[CH2:8][CH2:7][C@H:6]([NH:9][C:10]([C:12]2[C:16]3=[N:17][CH:18]=[CH:19][C:20]([C:21]4[CH:26]=[C:25]([O:27][CH3:28])[C:24]([F:29])=[CH:23][C:22]=4[O:30][CH2:31][CH:32]4[CH2:34][CH2:33]4)=[C:15]3[NH:14][C:13]=2[CH3:35])=[O:11])[CH2:5][CH2:4]1.[C:36](Cl)(=[O:39])[CH2:37][CH3:38]>>[CH:32]1([CH2:31][O:30][C:22]2[CH:23]=[C:24]([F:29])[C:25]([O:27][CH3:28])=[CH:26][C:21]=2[C:20]2[CH:19]=[CH:18][N:17]=[C:16]3[C:12]([C:10]([NH:9][C@H:6]4[CH2:7][CH2:8][C@H:3]([NH:2][C:36](=[O:39])[CH2:37][CH3:38])[CH2:4][CH2:5]4)=[O:11])=[C:13]([CH3:35])[NH:14][C:15]=23)[CH2:33][CH2:34]1 |f:0.1|. Procedure: Starting from N-(trans-4-aminocyclohexyl)-7-[2-(cyclopropylmethoxy)-4-fluoro-5-methoxyphenyl]-2-methyl-1H-pyrrolo[3,2-b]pyridine-3-carboxamide hydrochloride (example D.f22) and commercially available propionyl chloride the title compound is obtained as colorless solid. The yield is 73.9%. Starting materials: CN(C=O)C (N,N-Dimethylformamide), C([O-])([O-])=O.[K+].[K+] (potassium carbonate), IC1=NC(=CC=C1OC1=CC=NC2=CC(=C(C=C12)OC)OC)C (4-[(2-Iodo-6-methyl-3-pyridyl)oxy]-6,7-dimethoxyquinoline), IC1=NC(=CC=C1OC1=CC=NC2=CC(=C(C=C12)OC)OC)C (4-[(2-Iodo-6-methyl-3-pyridyl)oxy]-6,7-dimethoxyquinoline), tetrakistriphenylphosphine palladium, OC1=CC=C(C=C1)B(O)O (4-hydroxyphenylboronic acid). Product: COC=1C=C2C(=CC=NC2=CC1OC)OC=1C(=NC(=CC1)C)C1=CC=C(C=C1)O (4-[3-(6,7-Dimethoxy-quinolin-4-yloxy)-6-methyl-pyridin-2-yl]-phenol). Run in O (water). Reaction SMILES: CN(C)C=O.C(=O)([O-])[O-].[K+].[K+].I[C:13]1[C:18]([O:19][C:20]2[C:29]3[C:24](=[CH:25][C:26]([O:32][CH3:33])=[C:27]([O:30][CH3:31])[CH:28]=3)[N:23]=[CH:22][CH:21]=2)=[CH:17][CH:16]=[C:15]([CH3:34])[N:14]=1.[OH:35][C:36]1[CH:41]=[CH:40][C:39](B(O)O)=[CH:38][CH:37]=1>O>[CH3:31][O:30][C:27]1[CH:28]=[C:29]2[C:24](=[CH:25][C:26]=1[O:32][CH3:33])[N:23]=[CH:22][CH:21]=[C:20]2[O:19][C:18]1[C:13]([C:39]2[CH:40]=[CH:41][C:36]([OH:35])=[CH:37][CH:38]=2)=[N:14][C:15]([CH3:34])=[CH:16][CH:17]=1 |f:1.2.3|. Procedure: N,N-Dimethylformamide (1 ml) and a 2 M aqueous potassium carbonate solution (0.5 ml) were added to 4-(2-iodo-6-methyl-pyridin-3-yloxy)-6,7-dimethoxy-quinoline (compound 116) (50 mg), tetrakistriphenylphosphine palladium (14 mg), and 4-hydroxyphenylboronic acid (81 mg) under an argon atmosphere, and the mixture was stirred at 70° C. overnight. The reaction solution was cooled to room temperature, water was then added thereto, and the mixture was extracted with ethyl acetate. The ethyl acetate lay... Run at temperature 70 celsius, time 8 hour. Reactants: CC(=O)OC(C)c1nc2c(C(F)(F)F)cccc2c(O)c1C(=O)Nc1nccs1, CCO, Cl. Product: CC(O)c1nc2c(C(F)(F)F)cccc2c(O)c1C(=O)Nc1nccs1. RXN SMILES: [C:1](=[O:2])([CH3:3])[O:4][CH:5]([CH3:6])[c:7]1[n:8][c:9]2[c:10]([C:26]([F:27])([F:28])[F:29])[cH:11][cH:12][cH:13][c:14]2[c:15]([OH:25])[c:16]1[C:17](=[O:18])[NH:19][c:20]1[s:21][cH:22][cH:23][n:24]1.[CH3:31][CH2:32][OH:33].[ClH:30]>>[OH:4][CH:5]([CH3:6])[c:7]1[n:8][c:9]2[c:10]([C:26]([F:27])([F:28])[F:29])[cH:11][cH:12][cH:13][c:14]2[c:15]([OH:25])[c:16]1[C:17](=[O:18])[NH:19][c:20]1[s:21][cH:22][cH:23][n:24]1. Reactants: Clc1ccc2[nH]ncc2c1Br, CC(=O)[O-], CC(=O)[O-], ClCCl, [Cu+2], OB(O)c1ccc(OCc2ccccc2)c(F)c1, c1ccncc1. Yields the product Fc1cc(-n2ncc3c(Br)c(Cl)ccc32)ccc1OCc1ccccc1. Reaction SMILES: [Br:1][c:2]1[c:3]2[cH:4][n:5][nH:6][c:7]2[cH:8][cH:9][c:10]1[Cl:11].[C:39]([O-:40])(=[O:41])[CH3:42].[C:44]([O-:45])(=[O:46])[CH3:47].[Cl:36][CH2:37][Cl:38].[Cu+2:43].[F:12][c:13]1[cH:14][c:15]([B:27]([OH:28])[OH:29])[cH:16][cH:17][c:18]1[O:19][CH2:20][c:21]1[cH:22][cH:23][cH:24][cH:25][cH:26]1.[cH:30]1[cH:31][cH:32][n:33][cH:34][cH:35]1>>[Br:1][c:2]1[c:3]2[cH:4][n:5][n:6](-[c:15]3[cH:14][c:13]([F:12])[c:18]([O:19][CH2:20][c:21]4[cH:22][cH:23][cH:24][cH:25][cH:26]4)[cH:17][cH:16]3)[c:7]2[cH:8][cH:9][c:10]1[Cl:11].